This data is from the Open Reaction Database (ORD), a public repository of structured organic reaction records. The task is: describe an organic reaction: reactants, conditions, products, and yield Reactants: CCO, Fc1c(Cl)cccc1CBr, [Na+], [OH-], O, Oc1cc(O)nc(S)n1. Product: Oc1cc(O)nc(SCc2cccc(Cl)c2F)n1. As a reaction SMILES: [CH3:22][CH2:23][OH:24].[F:12][c:13]1[c:14]([CH2:15][Br:16])[cH:17][cH:18][cH:19][c:20]1[Cl:21].[Na+:11].[OH-:10].[OH2:25].[SH:1][c:2]1[n:3][c:4]([OH:9])[cH:5][c:6]([OH:8])[n:7]1>>[S:1]([c:2]1[n:3][c:4]([OH:9])[cH:5][c:6]([OH:8])[n:7]1)[CH2:15][c:14]1[c:13]([F:12])[c:20]([Cl:21])[cH:19][cH:18][cH:17]1. Starting materials: CC(C)CC(NC(=O)OC(C)(C)C)C(=O)NC1CCCNCC1O, COc1cccc(S(=O)(=O)Cl)c1, ClCCCl. As a reaction SMILES: [C:1]([CH3:2])([CH3:3])([CH3:4])[O:5][C:6]([NH:7][CH:8]([CH2:9][CH:10]([CH3:11])[CH3:12])[C:13]([NH:14][CH:15]1[CH:16]([OH:22])[CH2:17][NH:18][CH2:19][CH2:20][CH2:21]1)=[O:23])=[O:24].[CH3:25][O:26][c:27]1[cH:28][c:29]([S:33](=[O:34])(=[O:35])[Cl:36])[cH:30][cH:31][cH:32]1.[Cl:37][CH2:38][CH2:39][Cl:40]>>[C:1]([CH3:2])([CH3:3])([CH3:4])[O:5][C:6]([NH:7][CH:8]([CH2:9][CH:10]([CH3:11])[CH3:12])[C:13]([NH:14][CH:15]1[CH:16]([OH:22])[CH2:17][N:18]([S:33]([c:29]2[cH:28][c:27]([O:26][CH3:25])[cH:32][cH:31][cH:30]2)(=[O:34])=[O:35])[CH2:19][CH2:20][CH2:21]1)=[O:23])=[O:24]. Product: COc1cccc(S(=O)(=O)N2CCCC(NC(=O)C(CC(C)C)NC(=O)OC(C)(C)C)C(O)C2)c1.